describe an organic reaction: reactants, conditions, products, and yield From a dataset of the Open Reaction Database (ORD), a public repository of structured organic reaction records. The reactants are C1CCOC1, CN1CCN(c2ccc(Nc3nc(Cl)c(F)cc3C(N)=O)cc2)CC1, [K+], [K+], O=C([O-])[O-], c1ccc(P(c2ccccc2)(c2ccccc2)[Pd](P(c2ccccc2)(c2ccccc2)c2ccccc2)(P(c2ccccc2)(c2ccccc2)c2ccccc2)P(c2ccccc2)(c2ccccc2)c2ccccc2)cc1, OB(O)c1ccncc1. Yields the product CN1CCN(c2ccc(Nc3nc(-c4ccncc4)c(F)cc3C(N)=O)cc2)CC1. Reaction SMILES: [CH2:41]1[O:42][CH2:43][CH2:44][CH2:45]1.[Cl:1][c:2]1[n:3][c:4]([NH:12][c:13]2[cH:14][cH:15][c:16]([N:19]3[CH2:20][CH2:21][N:22]([CH3:25])[CH2:23][CH2:24]3)[cH:17][cH:18]2)[c:5]([C:6](=[O:7])[NH2:8])[cH:9][c:10]1[F:11].[K+:35].[K+:36].[O-:37][C:38]([O-:39])=[O:40].[cH:46]1[cH:47][cH:48][c:49]([P:50]([Pd:51]([P:52]([c:53]2[cH:54][cH:55][cH:56][cH:57][cH:58]2)([c:59]2[cH:60][cH:61][cH:62][cH:63][cH:64]2)[c:65]2[cH:66][cH:67][cH:68][cH:69][cH:70]2)([P:71]([c:72]2[cH:73][cH:74][cH:75][cH:76][cH:77]2)([c:78]2[cH:79][cH:80][cH:81][cH:82][cH:83]2)[c:84]2[cH:85][cH:86][cH:87][cH:88][cH:89]2)[P:90]([c:91]2[cH:92][cH:93][cH:94][cH:95][cH:96]2)([c:97]2[cH:98][cH:99][cH:100][cH:101][cH:102]2)[c:103]2[cH:104][cH:105][cH:106][cH:107][cH:108]2)([c:109]2[cH:110][cH:111][cH:112][cH:113][cH:114]2)[c:115]2[cH:116][cH:117][cH:118][cH:119][cH:120]2)[cH:121][cH:122]1.[n:26]1[cH:27][cH:28][c:29]([B:32]([OH:33])[OH:34])[cH:30][cH:31]1>>[c:2]1(-[c:29]2[cH:28][cH:27][n:26][cH:31][cH:30]2)[n:3][c:4]([NH:12][c:13]2[cH:14][cH:15][c:16]([N:19]3[CH2:20][CH2:21][N:22]([CH3:25])[CH2:23][CH2:24]3)[cH:17][cH:18]2)[c:5]([C:6](=[O:7])[NH2:8])[cH:9][c:10]1[F:11].